Dataset: the Open Reaction Database (ORD), a public repository of structured organic reaction records. Task: describe an organic reaction: reactants, conditions, products, and yield The reactants are COCCO[AlH2-]OCCOC, [Na+], CCCCCCCCCCCC1OC1CO, C1CCOC1. Product: CCCCCCCCCCCC(O)CCO. RXN SMILES: [CH3:18][O:19][CH2:20][CH2:21][O:22][AlH2-:23][O:24][CH2:25][CH2:26][O:27][CH3:28].[Na+:17].[O:1]1[CH:2]([CH2:3][OH:4])[CH:5]1[CH2:6][CH2:7][CH2:8][CH2:9][CH2:10][CH2:11][CH2:12][CH2:13][CH2:14][CH2:15][CH3:16].[O:29]1[CH2:30][CH2:31][CH2:32][CH2:33]1>>[OH:1][CH:5]([CH2:2][CH2:3][OH:4])[CH2:6][CH2:7][CH2:8][CH2:9][CH2:10][CH2:11][CH2:12][CH2:13][CH2:14][CH2:15][CH3:16]. Starting materials: O=C([O-])[O-], CCOCC, CS(C)=O, CN(C)C(=O)c1cnc(Cl)cn1, Cl, [Cs+], [Cs+], O, COC(=O)c1cc(O)cc(O)c1. Product: COC(=O)c1cc(O)cc(Oc2cnc(C(=O)N(C)C)cn2)c1. RXN SMILES: [C:25](=[O:26])([O-:27])[O-:28].[CH3:32][CH2:33][O:34][CH2:35][CH3:36].[CH3:38][S:39]([CH3:40])=[O:41].[Cl:13][c:14]1[n:15][cH:16][c:17]([C:20](=[O:21])[N:22]([CH3:23])[CH3:24])[n:18][cH:19]1.[ClH:31].[Cs+:29].[Cs+:30].[OH2:37].[OH:1][c:2]1[cH:3][c:4]([C:5](=[O:6])[O:7][CH3:8])[cH:9][c:10]([OH:12])[cH:11]1>>[O:1]([c:2]1[cH:3][c:4]([C:5](=[O:6])[O:7][CH3:8])[cH:9][c:10]([OH:12])[cH:11]1)[c:14]1[n:15][cH:16][c:17]([C:20](=[O:21])[N:22]([CH3:23])[CH3:24])[n:18][cH:19]1. The reactants are CC(C)(C)CC=O, CC(C)[Mg+], [Cl-], [Cl-], COC(=O)c1ccc(I)cc1, [Li+], C1CCOC1, O. Product: COC(=O)c1ccc(C(O)CC(C)(C)C)cc1. RXN SMILES: [CH3:19][C:20]([CH2:21][CH:22]=[O:23])([CH3:24])[CH3:25].[CH:15]([Mg+:16])([CH3:17])[CH3:18].[Cl-:12].[Cl-:14].[I:1][c:2]1[cH:3][cH:4][c:5]([C:6](=[O:7])[O:8][CH3:9])[cH:10][cH:11]1.[Li+:13].[O:27]1[CH2:28][CH2:29][CH2:30][CH2:31]1.[OH2:26]>>[c:2]1([CH:22]([CH2:21][C:20]([CH3:19])([CH3:24])[CH3:25])[OH:23])[cH:3][cH:4][c:5]([C:6](=[O:7])[O:8][CH3:9])[cH:10][cH:11]1.